From a dataset of the Open Reaction Database (ORD), a public repository of structured organic reaction records. describe an organic reaction: reactants, conditions, products, and yield Reactants: ClC=1C(=CC=C2C(=CC(=NC12)C=1SC=C(N1)C(C)C)O[C@H]1C[C@H](N(C1)C(=O)OC(C)(C)C)C(N(C)CCCCC=C)=O)OC ((2S,4S)-tert-butyl 4-(8-chloro-2-(4-isopropylthiazol-2-yl)-7-methoxyquinolin-4-yloxy)-2-(hex-5-enyl(methyl)carbamoyl)pyrrolidine-1-carboxylate), C(C)(=O)Cl (acetyl chloride), ClC=1C(=CC=C2C(=CC(=NC12)C=1SC=C(N1)C(C)C)O[C@H]1C[C@H](N(C1)C(=O)OC(C)(C)C)C(N(C)CCCCC=C)=O)OC ((2S,4S)-tert-butyl 4-(8-chloro-2-(4-isopropylthiazol-2-yl)-7-methoxyquinolin-4-yloxy)-2-(hex-5-enyl(methyl)carbamoyl)pyrrolidine-1-carboxylate). The solvent is CO (methanol), CO (methanol). Run at temperature 40 celsius. Product: Cl.ClC=1C(=CC=C2C(=CC(=NC12)C=1SC=C(N1)C(C)C)O[C@H]1C[C@H](NC1)C(=O)N(C)CCCCC=C)OC ((2S,4S)-4-(8-chloro-2-(4-isopropylthiazol-2-yl)-7-methoxyquinolin-4-yloxy)-N-(hex-5-enyl)-N-methylpyrrolidine-2-carboxamide hydrochloride). As a reaction SMILES: [Cl:1][C:2]1[C:3]([O:43][CH3:44])=[CH:4][CH:5]=[C:6]2[C:11]=1[N:10]=[C:9]([C:12]1[S:13][CH:14]=[C:15]([CH:17]([CH3:19])[CH3:18])[N:16]=1)[CH:8]=[C:7]2[O:20][C@@H:21]1[CH2:25][N:24](C(OC(C)(C)C)=O)[C@H:23]([C:33](=[O:42])[N:34]([CH2:36][CH2:37][CH2:38][CH2:39][CH:40]=[CH2:41])[CH3:35])[CH2:22]1.C(Cl)(=O)C>CO>[ClH:1].[Cl:1][C:2]1[C:3]([O:43][CH3:44])=[CH:4][CH:5]=[C:6]2[C:11]=1[N:10]=[C:9]([C:12]1[S:13][CH:14]=[C:15]([CH:17]([CH3:19])[CH3:18])[N:16]=1)[CH:8]=[C:7]2[O:20][C@@H:21]1[CH2:25][NH:24][C@H:23]([C:33]([N:34]([CH2:36][CH2:37][CH2:38][CH2:39][CH:40]=[CH2:41])[CH3:35])=[O:42])[CH2:22]1 |f:3.4|. Procedure details: Compound 134 (20.37 g) was suspended in anhydrous methanol (120 mL) under argon at room temperature. Separately acetyl chloride (3 eq.) was added to anhydrous methanol (70 mL) at 10-20° C. This solution was added to the compound 134 solution at 5° C. The reaction mixture was heated at 40° C. for 3-4 hrs. After the completion of the reaction, the reaction mixture was concentrated under vacuum and then co-evaporated with 100 mL of anhydrous dichloromethane. The product was then dried in a vacuum o...